From a dataset of the Open Reaction Database (ORD), a public repository of structured organic reaction records. describe an organic reaction: reactants, conditions, products, and yield As a reaction SMILES: [CH3:34][c:35]1[cH:36][cH:37][cH:38][cH:39][cH:40]1.[H-:1].[Na+:2].[O:3]1[CH2:4][CH2:5][O:6][C:7]12[CH2:8][CH2:9][CH:10]([c:13]1[c:14]([CH2:23][OH:24])[cH:15][cH:16][cH:17][c:18]1[C:19]([F:20])([F:21])[F:22])[CH2:11][CH2:12]2.[OH2:33].[c:25]1([CH2:31][Br:32])[cH:26][cH:27][cH:28][cH:29][cH:30]1>>[O:3]1[CH2:4][CH2:5][O:6][C:7]12[CH2:8][CH2:9][CH:10]([c:13]1[c:14]([CH2:23][O:24][CH2:31][c:25]3[cH:26][cH:27][cH:28][cH:29][cH:30]3)[cH:15][cH:16][cH:17][c:18]1[C:19]([F:20])([F:21])[F:22])[CH2:11][CH2:12]2. Reactants: Cc1ccccc1, [H-], [Na+], OCc1cccc(C(F)(F)F)c1C1CCC2(CC1)OCCO2, O, BrCc1ccccc1. The product is FC(F)(F)c1cccc(COCc2ccccc2)c1C1CCC2(CC1)OCCO2. The reactants are CCOC(=O)C(=O)OCC, Cc1cc(C)c([N+](=O)[O-])cn1, CC[O-], CCOCC, CCO, [K+]. Product: CCOC(=O)C(=O)Cc1cc(C)ncc1[N+](=O)[O-]. RXN SMILES: [C:5]([C:6]([O:8][CH2:7][CH3:9])=[O:10])(=[O:11])[O:12][CH2:13][CH3:14].[CH3:15][c:16]1[n:17][cH:18][c:19]([N+:23](=[O:24])[O-:25])[c:20]([CH3:22])[cH:21]1.[CH3:1][CH2:2][O-:3].[CH3:26][CH2:27][O:28][CH2:29][CH3:30].[CH3:31][CH2:32][OH:33].[K+:4]>>[C:5]([C:6](=[O:8])[CH2:22][c:20]1[c:19]([N+:23](=[O:24])[O-:25])[cH:18][n:17][c:16]([CH3:15])[cH:21]1)(=[O:11])[O:12][CH2:13][CH3:14]. The reactants are N1=CC(=CC=C1C(=O)O)C=1C=NC=CC1 (3,3′-bipyridine-6-carboxylic acid), N[C@H](CN1N=C(C=C1)C1=CC(=C(C#N)C(=C1)F)Cl)C ((S)-4-(1-(2-aminopropyl)-1H-pyrazol-3-yl)-2-chloro-6-fluorobenzonitrile), CN(C)C=O (DMF). Solvent: C(Cl)Cl (DCM). Yields the product ClC=1C=C(C=C(C1C#N)F)C1=NN(C=C1)C[C@H](C)NC(=O)C1=CC=C(C=N1)C=1C=NC=CC1 ((S)—N-(1-(3-(3-Chloro-4-cyano-5-fluorophenyl)-1H-pyrazol-1-yl)propan-2-yl)-3,3′-bipyridine-6-carboxamide). The yield is 22.7%. RXN SMILES: [N:1]1[C:6]([C:7]([OH:9])=O)=[CH:5][CH:4]=[C:3]([C:10]2[CH:11]=[N:12][CH:13]=[CH:14][CH:15]=2)[CH:2]=1.[NH2:16][C@@H:17]([CH3:34])[CH2:18][N:19]1[CH:23]=[CH:22][C:21]([C:24]2[CH:31]=[C:30]([F:32])[C:27]([C:28]#[N:29])=[C:26]([Cl:33])[CH:25]=2)=[N:20]1.CN(C=O)C>C(Cl)Cl>[Cl:33][C:26]1[CH:25]=[C:24]([C:21]2[CH:22]=[CH:23][N:19]([CH2:18][C@@H:17]([NH:16][C:7]([C:6]3[N:1]=[CH:2][C:3]([C:10]4[CH:11]=[N:12][CH:13]=[CH:14][CH:15]=4)=[CH:4][CH:5]=3)=[O:9])[CH3:34])[N:20]=2)[CH:31]=[C:30]([F:32])[C:27]=1[C:28]#[N:29]. Procedure: The title compound was prepared using the procedure described in Example 3(h) starting from 3,3′-bipyridine-6-carboxylic acid (0.861 mmol, 172 mg) and (S)-4-(1-(2-aminopropyl)-1H-pyrazol-3-yl)-2-chloro-6-fluorobenzonitrile (0.718 mmol, 200 mg) using DMF (2 ml) as the solvent. After the reaction had stopped, DCM was added and the reaction mixture was evaporated. The residue was purified by flash chromatography and trituration from methanol, respectively. 75 mg of the title compound was obtained. ...